This data is from the Open Reaction Database (ORD), a public repository of structured organic reaction records. The task is: describe an organic reaction: reactants, conditions, products, and yield Reactants: CNC1=NC(=CC(=N1)NS(=O)(=O)C1=CC=CC=C1)NC (N-(2,6-Bis-methylamino-pyrimidin-4-yl)-benzenesulfonamide), [K+].C1(=CC=CC=C1)S(=O)(=O)[NH-] (benzenesulfonamide potassium salt), CNC1=NC(=CC(=N1)Cl)Cl (2-methylamino-4,6-dichloro-pyrimidine). Solvent: CN1C(CCC1)=O (1-methyl-2-pyrrolidone), [OH-].[Na+] (NaOH). Reaction conditions: temperature 150 celsius, time 24 hour. The product is CNC1=NC(=CC(=N1)NS(=O)(=O)C1=CC=CC=C1)Cl (N-(2-methylamino-6-chloro-pyrimidin-4-yl)-benzenesulfonamide). Yield: 46.1%. Reaction SMILES: [CH3:1][NH:2][C:3]1[N:8]=[C:7]([NH:9][S:10]([C:13]2[CH:18]=[CH:17][CH:16]=[CH:15][CH:14]=2)(=[O:12])=[O:11])[CH:6]=[C:5](NC)[N:4]=1.[K+].C1(S([NH-])(=O)=O)C=CC=CC=1.CNC1N=C([Cl:40])C=C(Cl)N=1>CN1CCCC1=O.[OH-].[Na+]>[CH3:1][NH:2][C:3]1[N:8]=[C:7]([NH:9][S:10]([C:13]2[CH:18]=[CH:17][CH:16]=[CH:15][CH:14]=2)(=[O:12])=[O:11])[CH:6]=[C:5]([Cl:40])[N:4]=1 |f:1.2,5.6|. Reported procedure: N-(2,6-Bis-methylamino-pyrimidin-4-yl)-benzenesulfonamide 5.38 g (0.0275 mol) of benzenesulfonamide potassium salt and 2.45 g (0.0138 mol) of 2-methylamino-4,6-dichloro-pyrimidine were suspended in 22 ml of 1-methyl-2-pyrrolidone and stirred at 150° C. for 24 hours. The solvent was removed in a high vacuum and the residue was suspended in 250 ml of water. The mixture was extracted three times with 100 ml of ethyl acetate each time and the combined organic phases were washed with 200 ml of satura...